Dataset: the Open Reaction Database (ORD), a public repository of structured organic reaction records. Task: describe an organic reaction: reactants, conditions, products, and yield Reactants: NC=1SC(=C(C1C#N)Cl)C=O (2-amino-4-chloro-3-cyano-5-formylthiophene), S(=O)([O-])[O-].[Na+].[Na+] (sodium sulfite), Cl (hydrochloric acid), ice. Solvent: O (water). Run at time 8 hour. The product is NC=1SC(=C(C1C#N)S(=O)(=O)[O-])C=O.[Na+] (sodium 2-amino-3-cyano-5-formylthien-4-ylsulfonate). Isolated yield 67.0%. Reaction SMILES: [NH2:1][C:2]1[S:3][C:4]([CH:10]=[O:11])=[C:5](Cl)[C:6]=1[C:7]#[N:8].[S:12]([O-:15])([O-:14])=[O:13].[Na+:16].[Na+].Cl>O>[NH2:1][C:2]1[S:3][C:4]([CH:10]=[O:11])=[C:5]([S:12]([O-:15])(=[O:14])=[O:13])[C:6]=1[C:7]#[N:8].[Na+:16] |f:1.2.3,6.7|. Procedure: 93.3 parts of 2-amino-4-chloro-3-cyano-5-formylthiophene, 126 parts of sodium sulfite and 300 parts of water are heated at the boil for 2 hours, after which 200 parts of concentrated hydrochloric acid are added to the ice-cooled mixture, and the mixture is left to stand overnight. Thereafter, the mixture is filtered under suction, and the residue is washed with a little ice water and dried. 85 parts (67% of theory) of sodium 2-amino-3-cyano-5-formylthien-4-ylsulfonate are obtained.